From a dataset of the Open Reaction Database (ORD), a public repository of structured organic reaction records. describe an organic reaction: reactants, conditions, products, and yield Starting materials: 25, NC1=NC=C(C=C1)Br (2-amino-5-bromopyridine), Cl (hydrochloric acid), [OH-].[Na+] (sodium hydroxide), ice water, S([O-])(O)=O.[Na+] (sodium bisulphite), ClCl (chlorine). Run at time 1 hour. The product is 28.5, NC1=NC=C(C=C1Cl)Br (2-amino-3-chloro-5-bromopyridine). Isolated yield 95.4%. Reaction SMILES: [NH2:1][C:2]1[CH:7]=[CH:6][C:5]([Br:8])=[CH:4][N:3]=1.[ClH:9].ClCl.S(=O)(O)[O-].[Na+].[OH-].[Na+]>>[NH2:1][C:2]1[C:7]([Cl:9])=[CH:6][C:5]([Br:8])=[CH:4][N:3]=1 |f:3.4,5.6|. Procedure details: To produce 2-amino-3-chloro-5-bromopyridine, chlorine is slowly introduced in the course of 8 hours at about 50° C. into a solution of 25 parts of 2-amino-5-bromopyridine in 70 parts of concentrated hydrochloric acid. After complete reaction, the solution is poured into ice-water, and the unreacted chlorine is decomposed with sodium bisulphite. Whilst ice is added, the solution is adjusted at 15° with 30% sodium hydroxide solution to pH 8 and subsequently stirred for one hour; the precipitate is...